The task is: describe an organic reaction: reactants, conditions, products, and yield. This data is from the Open Reaction Database (ORD), a public repository of structured organic reaction records. Reactants: C(C)(C)(C)OC(=O)NCC(C(=O)O)O (3-[(tert-butoxycarbonyl)amino]-2-hydroxypropanoic acid), C=1C=CC2=C(C1)N=NN2O (HOBT), CCN=C=NCCCN(C)C.Cl (WSCD HCl), S(=O)(=O)(O)O.CN1N=CC(=C1N)N (1-methyl-1H-pyrazole-4,5-diamine sulfate), C(C)(C)N(C(C)C)CC (N,N-diisopropylethylamine). Run in ClCCl (dichloromethane), O1CCCC1 (tetrahydrofuran). Reaction conditions: time 1 hour. The product is NC1=C(C=NN1C)NC(C(CNC(OC(C)(C)C)=O)O)=O (tert-butyl {3-[(5-amino-1-methyl-1H-pyrazol-4-yl)amino]-2-hydroxy-3-oxopropyl}carbamate). RXN SMILES: [C:1]([O:5][C:6]([NH:8][CH2:9][CH:10]([OH:14])[C:11]([OH:13])=O)=[O:7])([CH3:4])([CH3:3])[CH3:2].C1C=CC2N(O)N=NC=2C=1.CCN=C=NCCCN(C)C.Cl.S(O)(O)(=O)=O.[CH3:42][N:43]1[C:47]([NH2:48])=[C:46]([NH2:49])[CH:45]=[N:44]1.C(N(CC)C(C)C)(C)C>ClCCl.O1CCCC1>[NH2:48][C:47]1[N:43]([CH3:42])[N:44]=[CH:45][C:46]=1[NH:49][C:11](=[O:13])[CH:10]([OH:14])[CH2:9][NH:8][C:6](=[O:7])[O:5][C:1]([CH3:2])([CH3:3])[CH3:4] |f:2.3,4.5|. Reported procedure: To a solution of 3-[(tert-butoxycarbonyl)amino]-2-hydroxypropanoic acid (1.61 g) in dichloromethane (8 ml) and tetrahydrofuran (8 ml) were added HOBT (1.59 g) and WSCD HCl (3.01 g), and the mixture was stirred at room temperature for 1 hour. The solution was cooled to 0° C., and 1-methyl-1H-pyrazole-4,5-diamine sulfate and N,N-diisopropylethylamine (4.1 ml) were added. The mixture was stirred at room temperature for 8 hours. The solvent was removed under reduced pressure to give crude tert-butyl... Starting materials: Cl (HCl), C([O-])([O-])=O.[K+].[K+] (potassium carbonate), C(C=C)Br (allyl bromide), C(C)C=1C=CC=2C[C@@H]3[C@@H]4CCCC[C@@]4(C2C1)CCN3 (3-Ethylmorphinan). Solvent: CN(C)C=O (DMF). Conditions: time 2 hour. Yields the product C(C)C=1C=CC=2C[C@@H]3[C@@H]4CCCC[C@@]4(C2C1)CCN3CC=C (3-Ethyl-N-Allylmorphinan). RXN SMILES: [CH2:1]([C:3]1[CH:4]=[CH:5][C:6]2[CH2:7][C@H:8]3[NH:19][CH2:18][CH2:17][C@@:14]4([C:15]=2[CH:16]=1)[C@H:9]3[CH2:10][CH2:11][CH2:12][CH2:13]4)[CH3:2].Cl.C(=O)([O-])[O-].[K+].[K+].[CH2:27](Br)[CH:28]=[CH2:29]>CN(C=O)C>[CH2:1]([C:3]1[CH:4]=[CH:5][C:6]2[CH2:7][C@H:8]3[N:19]([CH2:29][CH:28]=[CH2:27])[CH2:18][CH2:17][C@@:14]4([C:15]=2[CH:16]=1)[C@H:9]3[CH2:10][CH2:11][CH2:12][CH2:13]4)[CH3:2] |f:2.3.4|. Procedure details: To a stirred solution of 3-Ethylmorphinan.HCl 46 (3 mg, 0.01 mmol) in dry DMF (0.6 mL) was added potassium carbonate (5 mg, 0.036 mmol), allyl bromide (5.0 μL, 0.060 mmol) sequentially and the mixture was refluxed. After 2 h, the mixture was dried over anhydrous MgSO4, filtered, and concentrated. Column chromatography of the product gave -2 mg of white solid. 1H NMR (300 MHz, CDCl3) δ 6.89˜7.16 (3H, m); 5.80 (1H, d); 5.16˜5.30 (2H, m); 4.00˜4.30 (1H, dd); 3.68 (2H, t); 3.66 (1H, m); 3.15 (1H, br... The reactants are N1=C(C=CC=C1)C1=NOC(=C1)C(=O)OCC (ethyl 3-(pyridin-2-yl)isoxazole-5-carboxylate), O\N=C(\C1=CC=C(C=C1)C)/N ((Z)—N′-hydroxy-4-methylbenzimidamide), [H-].[Na+] (sodium hydride). Solvent: CN(C=O)C (N,N-dimethylformamide). Run at time 1 hour. The product is N1=C(C=CC=C1)C1=NOC(=C1)C1=NC(=NO1)C1=CC=C(C=C1)C (5-(3-(pyridin-2-yl)isoxazol-5-yl)-3-p-tolyl-1,2,4-oxadiazole). Isolated yield 93.6%. Reaction SMILES: [N:1]1[CH:6]=[CH:5][CH:4]=[CH:3][C:2]=1[C:7]1[CH:11]=[C:10]([C:12]([O:14]CC)=O)[O:9][N:8]=1.O/[N:18]=[C:19](\[NH2:27])/[C:20]1[CH:25]=[CH:24][C:23]([CH3:26])=[CH:22][CH:21]=1.[H-].[Na+]>CN(C)C=O>[N:1]1[CH:6]=[CH:5][CH:4]=[CH:3][C:2]=1[C:7]1[CH:11]=[C:10]([C:12]2[O:14][N:27]=[C:19]([C:20]3[CH:25]=[CH:24][C:23]([CH3:26])=[CH:22][CH:21]=3)[N:18]=2)[O:9][N:8]=1 |f:2.3|. Procedure details: To a solution of ethyl 3-(pyridin-2-yl)isoxazole-5-carboxylate (13.6 g, 62.5 mmol) and (Z)—N′-hydroxy-4-methylbenzimidamide (9.68 g, 62.5 mmol) in N,N-dimethylformamide (210 mL) cooled in an ice-bath was added 60% sodium hydride (6.25 g, 156 mmol) portion-wise. After the addition, the reaction mixture was warmed to room temperature and stirred for 1 h. The reaction mixture was concentrated, water (500 mL) was added, and the mixture was stirred at room temperature for 30 minutes. The solid was co... The reactants are ClC1C(NCCCC1(C)C)=O (3-chloro-4,4-dimethyl-2-oxoperhydroazepine), Ba(OH)2.8H2O, S(=O)(=O)([O-])[O-].[NH4+].[NH4+] (ammonium sulphate). Solvent: O (water). Conditions: temperature 150 celsius. Yields the product CC1(C(NCCC1)C(=O)O)C (3,3-dimethyl pipecolic acid). The yield is 79.5%. RXN SMILES: Cl[CH:2]1[C:8]([CH3:10])([CH3:9])[CH2:7][CH2:6][CH2:5][NH:4][C:3]1=[O:11].S([O-])([O-])(=O)=[O:13].[NH4+].[NH4+]>O>[CH3:10][C:8]1([CH3:9])[CH2:7][CH2:6][CH2:5][NH:4][CH:2]1[C:3]([OH:11])=[O:13] |f:1.2.3|. Procedure: A suspension of 7.0 g (0.04 moles) of 3-chloro-4,4-dimethyl-2-oxoperhydroazepine and 13.84 g (0.043 moles) of Ba(OH)2.8H2O in 150 ml of water, was heated in a Parr apparatus at 150° C. for 4 hours. Then, 5.79 g (0.043 moles) of ammonium sulphate were added. The precipitate was filtered off, and the solution was evaporated in vacuo to dryness. The residue was treated with hot 2-propanol nd filtered, to yield 5 g of the title compound. M.P. >305° C. Starting materials: CC(=O)O, Cl, O=N[O-], Nc1ccc(S(=O)(=O)Nc2nccs2)cc1, [Na+], O=S=O, O. The product is O=S(=O)(Cl)c1ccc(S(=O)(=O)Nc2nccs2)cc1. As a reaction SMILES: [CH3:25][C:26](=[O:27])[OH:28].[ClH:17].[N:18]([O-:19])=[O:20].[NH2:1][c:2]1[cH:3][cH:4][c:5]([S:8](=[O:9])(=[O:10])[NH:11][c:12]2[n:13][cH:14][cH:15][s:16]2)[cH:6][cH:7]1.[Na+:21].[O:22]=[S:23]=[O:24].[OH2:29]>>[c:2]1([S:23]([Cl:17])(=[O:22])=[O:24])[cH:3][cH:4][c:5]([S:8](=[O:9])(=[O:10])[NH:11][c:12]2[n:13][cH:14][cH:15][s:16]2)[cH:6][cH:7]1.